describe an organic reaction: reactants, conditions, products, and yield From a dataset of the Open Reaction Database (ORD), a public repository of structured organic reaction records. The reactants are CC(=O)O[BH-](OC(C)=O)OC(C)=O, COc1ccc2c(c1)CNCC2, ClCCl, ClCCCl, [Na+], O=CCCCNC(=O)c1ccc(-c2ccccc2)cc1. The product is COc1ccc2c(c1)CN(CCCCNC(=O)c1ccc(-c3ccccc3)cc1)CC2. RXN SMILES: [C:1]([O:2][BH-:3]([O:4][C:5](=[O:6])[CH3:7])[O:8][C:9](=[O:10])[CH3:11])(=[O:12])[CH3:13].[CH3:35][O:36][c:37]1[cH:38][cH:39][c:40]2[c:45]([cH:46]1)[CH2:44][NH:43][CH2:42][CH2:41]2.[Cl:47][CH2:48][Cl:49].[Cl:50][CH2:51][CH2:52][Cl:53].[Na+:14].[c:15]1(-[c:21]2[cH:22][cH:23][c:24]([C:25](=[O:26])[NH:27][CH2:28][CH2:29][CH2:30][CH:31]=[O:32])[cH:33][cH:34]2)[cH:16][cH:17][cH:18][cH:19][cH:20]1>>[c:15]1(-[c:21]2[cH:22][cH:23][c:24]([C:25](=[O:26])[NH:27][CH2:28][CH2:29][CH2:30][CH2:31][N:43]3[CH2:42][CH2:41][c:40]4[cH:39][cH:38][c:37]([O:36][CH3:35])[cH:46][c:45]4[CH2:44]3)[cH:33][cH:34]2)[cH:16][cH:17][cH:18][cH:19][cH:20]1. The reactants are ClC=1C=C2C(=C(C(C3(CCOCC3)C2=CC1)=O)C(=O)N[C@@H](C)C(=O)OC(C)(C)C)O (1,1-Dimethylethyl N-((6-chloro-4-hydroxy-2-oxo-2′,3′,5′,6′-tetrahydro-spiro[naphthalene-1,4′-pyran]-3-yl)carbonyl)-L-alaninate). The solvent is C(=O)(C(F)(F)F)O (TFA). Product: ClC=1C=C2C(=C(C(C3(CCOCC3)C2=CC1)=O)C(=O)N[C@@H](C)C(=O)O)O (N-((6-Chloro-4-hydroxy-2-oxo-2′,3′,5′,6′-tetrahydro-spiro[naphthalene-1,4′-pyran]-3-yl)carbonyl)-L-alanine). The yield is 84.0%. Reaction SMILES: [Cl:1][C:2]1[CH:3]=[C:4]2[C:14](=[CH:15][CH:16]=1)[C:8]1([CH2:13][CH2:12][O:11][CH2:10][CH2:9]1)[C:7](=[O:17])[C:6]([C:18]([NH:20][C@H:21]([C:23]([O:25]C(C)(C)C)=[O:24])[CH3:22])=[O:19])=[C:5]2[OH:30]>C(O)(C(F)(F)F)=O>[Cl:1][C:2]1[CH:3]=[C:4]2[C:14](=[CH:15][CH:16]=1)[C:8]1([CH2:9][CH2:10][O:11][CH2:12][CH2:13]1)[C:7](=[O:17])[C:6]([C:18]([NH:20][C@H:21]([C:23]([OH:25])=[O:24])[CH3:22])=[O:19])=[C:5]2[OH:30]. Procedure: 1,1-Dimethylethyl N-((6-chloro-4-hydroxy-2-oxo-2′,3′,5′,6′-tetrahydro-spiro[naphthalene-1,4′-pyran]-3-yl)carbonyl)-L-alaninate (525 mg, 1204 μmol) was dissolved in TFA for 30 minutes before it was concentrated, precipitated with hexanes, washed with hexanes, and dried in a vacuum oven to give the title compound (384 mg) as a white solid. MS (m/z)=380 (M+H)+. Calculated for C18H18ClNO6 379.08.